From a dataset of the Open Reaction Database (ORD), a public repository of structured organic reaction records. describe an organic reaction: reactants, conditions, products, and yield Reactants: CC(C)C1=CC(=C(C(=C1)C(C)C)C2=C(C=CC=C2)P(C3CCCCC3)C4CCCCC4)C(C)C (X-phos), ClC=1C=C(N=NC1)NC1=CC=C(C=N1)C(=O)N1CCOCC1 ([6-(5-Chloro-pyridazin-3-ylamino)-pyridin-3-yl]-morpholin-4-yl-methanone), C(C)(C)(C)C=1C=C2C=NN(C(C2=C(C1)F)=O)C1=C(COC(C)=O)C(=CC=C1)B1OC(C(O1)(C)C)(C)C (acetic acid 2-(6-tert-butyl-8-fluoro-1-oxo-1H-phthalazin-2-yl)-6-(4,4,5,5-tetramethyl[1,3,2]dioxaborolan-2-yl)-benzyl ester), C(=O)([O-])[O-].[K+].[K+] (K2CO3). Reagents/catalysts: C=1C=CC(=CC1)/C=C/C(=O)/C=C/C2=CC=CC=C2.C=1C=CC(=CC1)/C=C/C(=O)/C=C/C2=CC=CC=C2.C=1C=CC(=CC1)/C=C/C(=O)/C=C/C2=CC=CC=C2.[Pd].[Pd] (Pd2(dba)3). The solvent is O1CCOCC1.O (dioxane H2O). Yields the product C(C)(C)(C)C=1C=C2C=NN(C(C2=C(C1)F)=O)C1=C(COC(C)=O)C(=CC=C1)C1=CN=NC(=C1)NC1=NC=C(C=C1)C(=O)N1CCOCC1 (acetic acid 2-(6-tert-butyl-8-fluoro-1-oxo-1H-phthalazin-2-yl)-6-{6-[5-(morpholine-4-carbonyl)-pyridin-2-ylamino]-pyridazin-4-yl}-benzyl ester), solid. Isolated yield 59.0%. RXN SMILES: Cl[C:2]1[CH:3]=[C:4]([NH:8][C:9]2[N:14]=[CH:13][C:12]([C:15]([N:17]3[CH2:22][CH2:21][O:20][CH2:19][CH2:18]3)=[O:16])=[CH:11][CH:10]=2)[N:5]=[N:6][CH:7]=1.[C:23]([C:27]1[CH:28]=[C:29]2[C:34](=[C:35]([F:37])[CH:36]=1)[C:33](=[O:38])[N:32]([C:39]1[CH:49]=[CH:48][CH:47]=[C:46](B3OC(C)(C)C(C)(C)O3)[C:40]=1[CH2:41][O:42][C:43](=[O:45])[CH3:44])[N:31]=[CH:30]2)([CH3:26])([CH3:25])[CH3:24].C([O-])([O-])=O.[K+].[K+].CC(C1C=C(C(C)C)C(C2C=CC=CC=2P(C2CCCCC2)C2CCCCC2)=C(C(C)C)C=1)C>O1CCOCC1.O.C1C=CC(/C=C/C(/C=C/C2C=CC=CC=2)=O)=CC=1.C1C=CC(/C=C/C(/C=C/C2C=CC=CC=2)=O)=CC=1.C1C=CC(/C=C/C(/C=C/C2C=CC=CC=2)=O)=CC=1.[Pd].[Pd]>[C:23]([C:27]1[CH:28]=[C:29]2[C:34](=[C:35]([F:37])[CH:36]=1)[C:33](=[O:38])[N:32]([C:39]1[CH:49]=[CH:48][CH:47]=[C:46]([C:2]3[CH:3]=[C:4]([NH:8][C:9]4[CH:10]=[CH:11][C:12]([C:15]([N:17]5[CH2:22][CH2:21][O:20][CH2:19][CH2:18]5)=[O:16])=[CH:13][N:14]=4)[N:5]=[N:6][CH:7]=3)[C:40]=1[CH2:41][O:42][C:43](=[O:45])[CH3:44])[N:31]=[CH:30]2)([CH3:24])([CH3:25])[CH3:26] |f:2.3.4,6.7,8.9.10.11.12|. Reported procedure: [6-(5-Chloro-pyridazin-3-ylamino)-pyridin-3-yl]-morpholin-4-yl-methanone (200 mg, 0.63 mmol), acetic acid 2-(6-tert-butyl-8-fluoro-1-oxo-1H-phthalazin-2-yl)-6-(4,4,5,5-tetramethyl[1,3,2]dioxaborolan-2-yl)-benzyl ester (470 mg, 1.25 mmol) and K2CO3 (173 mg, 1.25 mmol) were dissolved in dioxane/H2O (10:1, 11 ml). Under N2 atmosphere, Pd2(dba)3 (58 mg, 0.063 mmol) and X-phos (120 mg, 0.25 mmol) were added and the mixture was stirred at reflux temperature overnight. After the completion of the react... Reactants: CN(C)C=O, NC(=O)CCl, O=C1CC2Cc3c(Cl)cccc3C2N1, Cl, [H-], [Na+], O. Product: NC(=O)CN1C(=O)CC2Cc3c(Cl)cccc3C21. Reaction SMILES: [CH3:23][N:24]([CH3:25])[CH:26]=[O:27].[Cl:17][CH2:18][C:19](=[O:20])[NH2:21].[Cl:1][c:2]1[c:3]2[c:11]([cH:12][cH:13][cH:14]1)[CH:6]1[CH:5]([CH2:4]2)[CH2:9][C:8](=[O:10])[NH:7]1.[ClH:22].[H-:15].[Na+:16].[OH2:28]>>[Cl:1][c:2]1[c:3]2[c:11]([cH:12][cH:13][cH:14]1)[CH:6]1[CH:5]([CH2:4]2)[CH2:9][C:8](=[O:10])[N:7]1[CH2:18][C:19](=[O:20])[NH2:21]. Reactants: CC(C)(C)OC(=O)CON1C(=O)c2ccccc2C1=O, ClCCl, CO, NN, O. Product: CC(C)(C)OC(=O)CON. RXN SMILES: [C:1]([CH3:2])([CH3:3])([CH3:4])[O:5][C:6](=[O:7])[CH2:8][O:9][N:10]1[C:11](=[O:12])[c:13]2[cH:14][cH:15][cH:16][cH:17][c:18]2[C:19]1=[O:20].[CH2:24]([Cl:25])[Cl:26].[CH3:27][OH:28].[NH2:22][NH2:23].[OH2:21]>>[C:1]([CH3:2])([CH3:3])([CH3:4])[O:5][C:6](=[O:7])[CH2:8][O:9][NH2:10]. Starting materials: CCCCCCC=C(C(=O)Nc1ccc(C(=O)OC)cc1)c1ccc2c(c1)C(C)(C)CCC2(C)C, CO, Cl, [Na+], [OH-], O. Yields the product CCCCCCC=C(C(=O)Nc1ccc(C(=O)O)cc1)c1ccc2c(c1)C(C)(C)CCC2(C)C. Reaction SMILES: [CH3:1][C:2]1([CH3:35])[c:3]2[cH:4][cH:5][c:6]([C:14]([C:15](=[O:16])[NH:17][c:18]3[cH:19][cH:20][c:21]([C:22](=[O:23])[O:24][CH3:25])[cH:26][cH:27]3)=[CH:28][CH2:29][CH2:30][CH2:31][CH2:32][CH2:33][CH3:34])[cH:7][c:8]2[C:9]([CH3:12])([CH3:13])[CH2:10][CH2:11]1.[CH3:36][OH:37].[ClH:40].[Na+:39].[OH-:38].[OH2:41]>>[CH3:1][C:2]1([CH3:35])[c:3]2[cH:4][cH:5][c:6]([C:14]([C:15](=[O:16])[NH:17][c:18]3[cH:19][cH:20][c:21]([C:22](=[O:23])[OH:24])[cH:26][cH:27]3)=[CH:28][CH2:29][CH2:30][CH2:31][CH2:32][CH2:33][CH3:34])[cH:7][c:8]2[C:9]([CH3:12])([CH3:13])[CH2:10][CH2:11]1. Reactants: Cc1ccccc1, NCCCCCO, O=C1OC(=O)c2ccccc21. The product is O=C1c2ccccc2C(=O)N1CCCCCO. RXN SMILES: [CH3:19][c:20]1[cH:21][cH:22][cH:23][cH:24][cH:25]1.[NH2:12][CH2:13][CH2:14][CH2:15][CH2:16][CH2:17][OH:18].[O:1]=[C:2]1[O:3][C:4](=[O:5])[c:6]2[cH:7][cH:8][cH:9][cH:10][c:11]21>>[C:2]1(=[O:3])[c:11]2[c:6]([cH:7][cH:8][cH:9][cH:10]2)[C:4](=[O:5])[N:12]1[CH2:13][CH2:14][CH2:15][CH2:16][CH2:17][OH:18]. Starting materials: crude product, Cl.C(C)OC(CN)=O (glycine ethyl ester hydrochloride), C(O)([O-])=O.[Na+] (sodium hydrogencarbonate), C1=CC=CC=C1C(=O)OO (perbenzoic acid), BrN1C(CCC1=O)=O (N-bromosuccinimide), ClC1=CC(=C(C=C1)C)[N+](=O)[O-] (4-chloro-2-nitrotoluene). Solvent: C(C)O (ethanol), C(C)(=O)OCC (ethyl acetate), C1=CC=CC=C1 (benzene). Conditions: temperature 80 celsius, time 8 hour. Product: ClC1=CC(=C(CNCC(=O)OCC)C=C1)[N+](=O)[O-] (ethyl (4-chloro-2-nitrobenzyl)aminoacetate). Reaction SMILES: [Cl:1][C:2]1[CH:7]=[CH:6][C:5]([CH3:8])=[C:4]([N+:9]([O-:11])=[O:10])[CH:3]=1.C1C(C(OO)=O)=CC=CC=1.BrN1C(=O)CCC1=O.Cl.[CH2:31]([O:33][C:34](=[O:37])[CH2:35][NH2:36])[CH3:32].C(=O)([O-])O.[Na+]>C1C=CC=CC=1.C(O)C.C(OCC)(=O)C>[Cl:1][C:2]1[CH:7]=[CH:6][C:5]([CH2:8][NH:36][CH2:35][C:34]([O:33][CH2:31][CH3:32])=[O:37])=[C:4]([N+:9]([O-:11])=[O:10])[CH:3]=1 |f:3.4,5.6|. Procedure: 4.84 g (28.3 mmol) of 4-chloro-2-nitrotoluene was dissolved in 50 ml of benzene. 50 mg of perbenzoic acid and 6.0 g (34 mmol) of N-bromosuccinimide were added to the obtained solution, and the obtained solution was stirred at 80° C. overnight. The reaction solution was treated with ethyl acetate as the extracting solvent by an ordinary method to obtain the crude product. The crude product was dissolved in 100 ml of ethanol. 11.9 g (84.9 mmol) of glycine ethyl ester hydrochloride and 8.9 g (106 m...